From a dataset of the Open Reaction Database (ORD), a public repository of structured organic reaction records. describe an organic reaction: reactants, conditions, products, and yield Reactants: Cc1c(F)c(F)cc(C#N)c1Cl, O, O=S(=O)(O)O. Yields the product Cc1c(F)c(F)cc(C(=O)O)c1Cl. RXN SMILES: [Cl:1][c:2]1[c:3]([C:4]#[N:5])[cH:6][c:7]([F:12])[c:8]([F:11])[c:9]1[CH3:10].[OH2:18].[S:13]([OH:14])(=[O:15])(=[O:16])[OH:17]>>[Cl:1][c:2]1[c:3]([C:4]([OH:14])=[O:18])[cH:6][c:7]([F:12])[c:8]([F:11])[c:9]1[CH3:10]. Starting materials: BrCCBr, O=C([O-])[O-], CC(=O)c1ccc(O)cc1, [K+], [K+], CN(C)C=O. Product: CC(=O)c1ccc(OCCBr)cc1. As a reaction SMILES: [Br:17][CH2:18][CH2:19][Br:20].[C:11](=[O:12])([O-:13])[O-:14].[CH3:1][C:2](=[O:3])[c:4]1[cH:5][cH:6][c:7]([OH:8])[cH:9][cH:10]1.[K+:15].[K+:16].[O:21]=[CH:22][N:23]([CH3:24])[CH3:25]>>[CH3:1][C:2](=[O:3])[c:4]1[cH:5][cH:6][c:7]([O:8][CH2:19][CH2:18][Br:17])[cH:9][cH:10]1. As a reaction SMILES: CC(C)([O-:4])C.[K+].[C:7]([O:11][C:12]([NH:14][C:15]([CH3:19])([CH3:18])[CH:16]=O)=[O:13])([CH3:10])([CH3:9])[CH3:8].Cl.[O:21]1[CH2:25][CH2:24][CH2:23][CH2:22]1>>[CH2:22]([O:21][C:25](=[O:4])/[CH:24]=[CH:16]/[C:15]([NH:14][C:12]([O:11][C:7]([CH3:10])([CH3:9])[CH3:8])=[O:13])([CH3:19])[CH3:18])[CH3:23] |f:0.1|. The reactants are Cl (hydrochloric acid), Triethyl phosphonoacetate, CC(C)([O-])C.[K+] (potassium tert-butoxide), O1CCCC1 (tetrahydrofuran), C(C)(C)(C)OC(=O)NC(C=O)(C)C (2-tert-butoxycarbonylamino-2-methylpropanal). Reaction conditions: time 30 minute. The product is C(C)OC(\C=C\C(C)(C)NC(=O)OC(C)(C)C)=O ((2E)-4-tert-butoxycarbonylamino-4-methylpent-2-enoic acid ethyl ester). Procedure details: Triethyl phosphonoacetate (9.6 ml, 48 mmol ) was added slowly to a suspension of potassium tert-butoxide (5.39 g, 48 mmol) in tetrahydrofuran (140 ml). After 30 min at 20° C. 2-tert-butoxycarbonylamino-2-methylpropanal (5.0 g, 26 mmol) was added. After 2.5 h at 20° C. 1N hydrochloric acid (80 ml) was added slowly. The mixture was extracted with ethyl acetate (120 ml, 2×50 ml) and the combined organic layers were washed with a saturated solution of sodium hydrogencarbonate (100 ml) and dried (mag... The reactants are CCOc1ccc(-c2ccc3c(c2)C=C(C(=O)OC)CCN3C=O)cc1, C1CCOC1, CO, [Na+], [OH-]. Product: CCOc1ccc(-c2ccc3c(c2)C=C(C(=O)O)CCN3C=O)cc1. Reaction SMILES: [CH2:1]([CH3:2])[O:3][c:4]1[cH:5][cH:6][c:7](-[c:10]2[cH:11][cH:12][c:13]3[c:14]([cH:26]2)[CH:15]=[C:16]([C:22](=[O:23])[O:24][CH3:25])[CH2:17][CH2:18][N:19]3[CH:20]=[O:21])[cH:8][cH:9]1.[CH2:31]1[O:32][CH2:33][CH2:34][CH2:35]1.[CH3:29][OH:30].[Na+:28].[OH-:27]>>[CH2:1]([CH3:2])[O:3][c:4]1[cH:5][cH:6][c:7](-[c:10]2[cH:11][cH:12][c:13]3[c:14]([cH:26]2)[CH:15]=[C:16]([C:22](=[O:23])[OH:24])[CH2:17][CH2:18][N:19]3[CH:20]=[O:21])[cH:8][cH:9]1. Starting materials: FC(C=1C=C(C(=O)N2C(CC(CC2)=O)CC2=CC=CC=C2)C=C(C1)C(F)(F)F)(F)F ((±)-1-[3,5-bis(trifluoromethyl)benzoyl]-2-(phenylmethyl)-4-piperidinone), C1(=CC=CC=C1)CN1CCNCC1 (1-(phenylmethyl)piperazine), C(#N)[BH3-].[Na+] (Sodium cyanoborohydride), C(C)O (ethanol). The reagents and catalysts are CC([O-])C.[Ti+4].CC([O-])C.CC([O-])C.CC([O-])C (Titanium(IV)isopropoxide). Run in C(Cl)Cl (DCM), C(Cl)Cl (DCM), O (Water). Run at time 3 hour. Product: FC(C=1C=C(C(=O)N2[C@H](C[C@H](CC2)N2CCN(CC2)CC2=CC=CC=C2)CC2=CC=CC=C2)C=C(C1)C(F)(F)F)(F)F ((±)-cis-1-[3,5-bis(trifluoromethyl)benzoyl]-2-(phenylmethyl)-4-[4-(phenylmethyl)-1-piperazinyl]piperidine). Yield: 26.9%. As a reaction SMILES: [F:1][C:2]([F:30])([F:29])[C:3]1[CH:4]=[C:5]([CH:22]=[C:23]([C:25]([F:28])([F:27])[F:26])[CH:24]=1)[C:6]([N:8]1[CH2:13][CH2:12][C:11](=O)[CH2:10][CH:9]1[CH2:15][C:16]1[CH:21]=[CH:20][CH:19]=[CH:18][CH:17]=1)=[O:7].[C:31]1([CH2:37][N:38]2[CH2:43][CH2:42][NH:41][CH2:40][CH2:39]2)[CH:36]=[CH:35][CH:34]=[CH:33][CH:32]=1.C([BH3-])#N.[Na+].C(O)C>C(Cl)Cl.CC(C)[O-].[Ti+4].CC(C)[O-].CC(C)[O-].CC(C)[O-].O>[F:1][C:2]([F:30])([F:29])[C:3]1[CH:4]=[C:5]([CH:22]=[C:23]([C:25]([F:28])([F:27])[F:26])[CH:24]=1)[C:6]([N:8]1[CH2:13][CH2:12][C@H:11]([N:41]2[CH2:42][CH2:43][N:38]([CH2:37][C:31]3[CH:32]=[CH:33][CH:34]=[CH:35][CH:36]=3)[CH2:39][CH2:40]2)[CH2:10][C@@H:9]1[CH2:15][C:16]1[CH:21]=[CH:20][CH:19]=[CH:18][CH:17]=1)=[O:7] |f:2.3,6.7.8.9.10|. Reported procedure: Titanium(IV)isopropoxide (16.5 g) was added to a mixture of intermediate 3 (21.5 g) and 1-(phenylmethyl)piperazine (8.81 g) in DCM (35 ml). The mixture was stirred for 3 hours at RT. Sodium cyanoborohydride (2.85 g) and ethanol (70 ml) were added and the resulting reaction mixture was stirred overnight at RT. Water (5 ml) and DCM were added. The biphasic mixture was filtered over dicalite, and the filter residue was washed with DCM. The organic layer was separated, dried, filtered and the solven...